Dataset: the Open Reaction Database (ORD), a public repository of structured organic reaction records. Task: describe an organic reaction: reactants, conditions, products, and yield Reactants: BrP(Br)Br, ClCCl, OCc1cnc(Cl)c(Cl)c1, O. The product is Clc1cc(CBr)cnc1Cl. As a reaction SMILES: [Br:1][P:2]([Br:3])[Br:4].[Cl:16][CH2:17][Cl:18].[Cl:5][c:6]1[cH:7][c:8]([CH2:13][OH:14])[cH:9][n:10][c:11]1[Cl:12].[OH2:15]>>[Br:1][CH2:13][c:8]1[cH:7][c:6]([Cl:5])[c:11]([Cl:12])[n:10][cH:9]1. Starting materials: CC(=O)c1c(O)cc(C)n(C)c1=O, COCCOC(=O)Nc1cccc(C=O)c1, CCO. The product is COCCOC(=O)Nc1cccc(C=CC(=O)c2c(O)cc(C)n(C)c2=O)c1. Reaction SMILES: [C:17]([CH3:18])(=[O:19])[c:20]1[c:21](=[O:29])[n:22]([CH3:28])[c:23]([CH3:27])[cH:24][c:25]1[OH:26].[CH3:1][O:2][CH2:3][CH2:4][O:5][C:6](=[O:7])[NH:8][c:9]1[cH:10][c:11]([CH:12]=[O:13])[cH:14][cH:15][cH:16]1.[CH3:30][CH2:31][OH:32]>>[CH3:1][O:2][CH2:3][CH2:4][O:5][C:6](=[O:7])[NH:8][c:9]1[cH:10][c:11]([CH:12]=[CH:18][C:17](=[O:19])[c:20]2[c:21](=[O:29])[n:22]([CH3:28])[c:23]([CH3:27])[cH:24][c:25]2[OH:26])[cH:14][cH:15][cH:16]1. Reactants: C1CCOC1, CC(=O)OC(C)=O, Nc1ccnc(Cl)c1N. Yields the product CC(=O)Nc1c(N)ccnc1Cl. As a reaction SMILES: [CH2:17]1[O:18][CH2:19][CH2:20][CH2:21]1.[CH3:10][C:11](=[O:12])[O:13][C:14](=[O:15])[CH3:16].[NH2:1][c:2]1[c:3]([Cl:9])[n:4][cH:5][cH:6][c:7]1[NH2:8]>>[NH:1]([c:2]1[c:3]([Cl:9])[n:4][cH:5][cH:6][c:7]1[NH2:8])[C:11]([CH3:10])=[O:12]. Reaction SMILES: [CH2:33]1[O:34][CH2:35][CH2:36][CH2:37]1.[CH3:12][C:13]1([CH3:20])[O:14][CH2:15][CH:16]([CH2:18][OH:19])[O:17]1.[O:21]=[C:22]([O:23][CH2:24][CH3:25])[N:26]=[N:27][C:28]([O:29][CH2:30][CH3:31])=[O:32].[OH:1][c:2]1[cH:3][c:4]([CH3:11])[c:5]([CH:6]=[O:7])[c:8]([CH3:10])[cH:9]1>>[O:1]([c:2]1[cH:3][c:4]([CH3:11])[c:5]([CH:6]=[O:7])[c:8]([CH3:10])[cH:9]1)[CH2:18][CH:16]1[CH2:15][O:14][C:13]([CH3:12])([CH3:20])[O:17]1. The reactants are C1CCOC1, CC1(C)OCC(CO)O1, CCOC(=O)N=NC(=O)OCC, Cc1cc(O)cc(C)c1C=O. Yields the product Cc1cc(OCC2COC(C)(C)O2)cc(C)c1C=O. Starting materials: COC=1C=C(C=CC1NC(=O)NC1=C(C=CC=C1)C)CC(=O)O (3-methoxy-4-(3-o-tolyl-ureido)-phenylacetic acid), Cl.COC(C(CC1=CC(=NO1)C(CC(C)C)N)NC(C1=C(C=CC=C1Cl)Cl)=O)=O (3-[3-(1-amino-3-methyl-butyl)-isoxazol-5-yl]-2-(2,6-dichloro-benzoylamino)-propionic acid methyl ester hydrochloride), Cl.COC(C(CC1=CC(=NO1)C(CC(C)C)N)NC(C1=C(C=CC=C1Cl)Cl)=O)=O (3-[3-(1-Amino-3-methyl-butyl)-isoxazol-5-yl]-2-(2,6-dichloro-benzoylamino)-propionic acid methyl ester hydrochloride). Product: ClC1=C(C(=O)NC(C(=O)O)CC2=CC(=NO2)C(CC(C)C)NC(CC2=CC(=C(C=C2)NC(=O)NC2=C(C=CC=C2)C)OC)=O)C(=CC=C1)Cl (2-(2,6-Dichloro-benzoylamino)-3-[3-(1-{2-[3-methoxy-4-(3-o-tolyl-ureido)-phenyl]-acetylamino}-3-methyl-butyl)-isoxazol-5-yl]-propionic acid). Yield: 51.0%. RXN SMILES: [CH3:1][O:2][C:3]1[CH:4]=[C:5]([CH2:20][C:21]([OH:23])=O)[CH:6]=[CH:7][C:8]=1[NH:9][C:10]([NH:12][C:13]1[CH:18]=[CH:17][CH:16]=[CH:15][C:14]=1[CH3:19])=[O:11].Cl.C[O:26][C:27](=[O:52])[CH:28]([NH:41][C:42](=[O:51])[C:43]1[C:48]([Cl:49])=[CH:47][CH:46]=[CH:45][C:44]=1[Cl:50])[CH2:29][C:30]1[O:34][N:33]=[C:32]([CH:35]([NH2:40])[CH2:36][CH:37]([CH3:39])[CH3:38])[CH:31]=1>>[Cl:50][C:44]1[CH:45]=[CH:46][CH:47]=[C:48]([Cl:49])[C:43]=1[C:42]([NH:41][CH:28]([CH2:29][C:30]1[O:34][N:33]=[C:32]([CH:35]([NH:40][C:21](=[O:23])[CH2:20][C:5]2[CH:6]=[CH:7][C:8]([NH:9][C:10]([NH:12][C:13]3[CH:18]=[CH:17][CH:16]=[CH:15][C:14]=3[CH3:19])=[O:11])=[C:3]([O:2][CH3:1])[CH:4]=2)[CH2:36][CH:37]([CH3:39])[CH3:38])[CH:31]=1)[C:27]([OH:52])=[O:26])=[O:51] |f:1.2|. Reported procedure: The title compound was prepared in the manner described in example 2B using 3-methoxy-4-(3-o-tolyl-ureido)-phenylacetic acid and 3-[3-(1-amino-3-methyl-butyl)-isoxazol-5-yl]-2-(2,6-dichloro-benzoylamino)-propionic acid methyl ester hydrochloride. 51% yield; white solid. MS (m/z) 724.2 and 726.2 (M+1). C. 3-[3-(1-Amino-3-methyl-butyl)-isoxazol-5-yl]-2-(2,6-dichloro-benzoylamino)-propionic acid methyl ester hydrochloride